Dataset: the Open Reaction Database (ORD), a public repository of structured organic reaction records. Task: describe an organic reaction: reactants, conditions, products, and yield Reactants: ClC=1C=C(C(=CC1Cl)N)N (4,5-dichlorobenzene-1,2-diamine), O=C(C(=O)OCC)C=1SC=CC1 (ethyl 2-oxo-2-(thiophen-2-yl)acetate). Solvent: C(C)O (ethanol). Reaction conditions: temperature 70 celsius, time 11 hour. The product is ClC=1C=C2N=C(C(NC2=CC1Cl)=O)C=1SC=CC1 (6,7-dichloro-3-(thiophen-2-yl)quinoxalin-2(1H)-one). RXN SMILES: [Cl:1][C:2]1[CH:3]=[C:4]([NH2:10])[C:5]([NH2:9])=[CH:6][C:7]=1[Cl:8].O=[C:12]([C:18]1[S:19][CH:20]=[CH:21][CH:22]=1)[C:13](OCC)=[O:14]>C(O)C>[Cl:1][C:2]1[CH:3]=[C:4]2[C:5](=[CH:6][C:7]=1[Cl:8])[NH:9][C:13](=[O:14])[C:12]([C:18]1[S:19][CH:20]=[CH:21][CH:22]=1)=[N:10]2. Reported procedure: A mixture of 4,5-dichlorobenzene-1,2-diamine (1.0 g, 5.65 mmol), ethyl 2-oxo-2-(thiophen-2-yl)acetate (1.056 g, 5.73 mmol) and ethanol (8 ml) was stirred at 70° C. for 11 h, cooled to room temperature, filtered and washed with cold ethanol. The collected pale yellow solid was dried further (1.07 g) and used directly in next step. The reactants are [BH4-].[Na+] (Sodium borohydride), NC1=NC=C(C(=N1)N)CC1=CC(=C(C(=C1)OCC)C1=CC=C(C=C1)OC)OCC1(CC1)/C=C/C#N ((E)-3-[1-[4-(2,4-diamino-pyrimidin-5-ylmethyl)-6-ethoxy-4′-methoxy-biphenyl-2-yloxymethyl]-cyclopropyl]-acrylonitrile). Run in C(C)(C)O (isopropanol). Conditions: time 19 hour. Product: NC1=NC=C(C(=N1)N)CC1=CC(=C(C(=C1)OCC)C1=CC=C(C=C1)OC)OCC1(CC1)CCC#N (3-{1-[4-(2,4-diamino-pyrimidin-5-ylmethyl)-6-ethoxy-4′-methoxy-biphenyl-2-yloxymethyl]-cyclopropyl}-propionitrile). The yield is 33.9%. As a reaction SMILES: [BH4-].[Na+].[NH2:3][C:4]1[N:9]=[C:8]([NH2:10])[C:7]([CH2:11][C:12]2[CH:17]=[C:16]([O:18][CH2:19][CH3:20])[C:15]([C:21]3[CH:26]=[CH:25][C:24]([O:27][CH3:28])=[CH:23][CH:22]=3)=[C:14]([O:29][CH2:30][C:31]3(/[CH:34]=[CH:35]/[C:36]#[N:37])[CH2:33][CH2:32]3)[CH:13]=2)=[CH:6][N:5]=1>C(O)(C)C>[NH2:3][C:4]1[N:9]=[C:8]([NH2:10])[C:7]([CH2:11][C:12]2[CH:17]=[C:16]([O:18][CH2:19][CH3:20])[C:15]([C:21]3[CH:26]=[CH:25][C:24]([O:27][CH3:28])=[CH:23][CH:22]=3)=[C:14]([O:29][CH2:30][C:31]3([CH2:34][CH2:35][C:36]#[N:37])[CH2:33][CH2:32]3)[CH:13]=2)=[CH:6][N:5]=1 |f:0.1|. Procedure: Sodium borohydride (45 mg; 1.2 mmol) is added to (E)-3-[1-[4-(2,4-diamino-pyrimidin-5-ylmethyl)-6-ethoxy-4′-methoxy-biphenyl-2-yloxymethyl]-cyclopropyl]-acrylonitrile (220 mg; 0.467 mmol) in isopropanol (25 ml) and the mixture is stirred for 19 hours under reflux. The reaction mixture is concentrated, the residue is stirred with water (15 ml), the mixture is adjusted to pH 2 with 1 N aqueous hydrochloric acid and back to pH 9 with conc. NH4OH and filtered with suction and the residue is dried un...